This data is from the Open Reaction Database (ORD), a public repository of structured organic reaction records. The task is: describe an organic reaction: reactants, conditions, products, and yield Starting materials: NC1=C2C(C(=CN(C2=CC(=C1F)F)C1CC1)C(=O)O)=O (5-amino-1-cyclopropyl-6,7-difluoro-1,4-dihydro-4-oxoquinoline-3-carboxylic acid), CC1NCCNC1 (2-methylpiperazine). The solvent is N1=CC=CC=C1 (pyridine). The product is NC1=C2C(C(=CN(C2=CC(=C1F)N1CC(NCC1)C)C1CC1)C(=O)O)=O (5-amino-1-cyclopropyl-6-fluoro-7-(3-methyl-1-piperazinyl)-1,4-dihydro-4-oxoquinoline-3-carboxylic acid). Isolated yield 62.2%. Reaction SMILES: [NH2:1][C:2]1[C:11]([F:12])=[C:10](F)[CH:9]=[C:8]2[C:3]=1[C:4](=[O:20])[C:5]([C:17]([OH:19])=[O:18])=[CH:6][N:7]2[CH:14]1[CH2:16][CH2:15]1.[CH3:21][CH:22]1[CH2:27][NH:26][CH2:25][CH2:24][NH:23]1>N1C=CC=CC=1>[NH2:1][C:2]1[C:11]([F:12])=[C:10]([N:26]2[CH2:25][CH2:24][NH:23][CH:22]([CH3:21])[CH2:27]2)[CH:9]=[C:8]2[C:3]=1[C:4](=[O:20])[C:5]([C:17]([OH:19])=[O:18])=[CH:6][N:7]2[CH:14]1[CH2:16][CH2:15]1. Procedure: A mixture of 1.0 g of 5-amino-1-cyclopropyl-6,7-difluoro-1,4-dihydro-4-oxoquinoline-3-carboxylic acid, 1.18 g of 2-methylpiperazine and 10 ml of pyridine was heated under reflux for 3 hours. The reaction mixture was concentrated under reduced pressure, and the solution was neutralized with a 10% aqueous solution of acetic acid and cooled with ice. The crystals were collected by filtration, dissolved in a 10% aqueous solution of acetic acid, treated with activated charcoal, adjusted to pH 8-9 wit... The reactants are CCOC(OCC)C1(C(C#N)NC(C)c2ccccc2)CC1, CCO, [H][H], [Na+], [OH-]. The product is CCOC(OCC)C1(C(CN)NC(C)c2ccccc2)CC1. RXN SMILES: [CH2:1]([CH3:2])[O:3][CH:4]([C:5]1([CH:8]([C:9]#[N:10])[NH:11][CH:12]([CH3:13])[c:14]2[cH:15][cH:16][cH:17][cH:18][cH:19]2)[CH2:6][CH2:7]1)[O:20][CH2:21][CH3:22].[CH3:27][CH2:28][OH:29].[H:25][H:26].[Na+:24].[OH-:23]>>[CH2:1]([CH3:2])[O:3][CH:4]([C:5]1([CH:8]([CH2:9][NH2:10])[NH:11][CH:12]([CH3:13])[c:14]2[cH:15][cH:16][cH:17][cH:18][cH:19]2)[CH2:6][CH2:7]1)[O:20][CH2:21][CH3:22]. Starting materials: BrC1=NC(=C(C(=O)O)C=C1)C (6-bromo-2-methylnicotinic acid), CC=1C(=NC(=C(C1)C)C)N1CCNCC1 (1-(3,5,6-trimethylpyridin-2-yl)piperazine). Yields the product BrC1=CC=C(C(=N1)C)C(=O)N1CCN(CC1)C1=NC(=C(C=C1C)C)C ((6-bromo-2-methylpyridin-3-yl)[4-(3,5,6-trimethylpyridin-2-yl)piperazin-1-yl]methanone). The yield is 57.6%. Reaction SMILES: [Br:1][C:2]1[CH:10]=[CH:9][C:5]([C:6]([OH:8])=O)=[C:4]([CH3:11])[N:3]=1.[CH3:12][C:13]1[C:14]([N:21]2[CH2:26][CH2:25][NH:24][CH2:23][CH2:22]2)=[N:15][C:16]([CH3:20])=[C:17]([CH3:19])[CH:18]=1>>[Br:1][C:2]1[N:3]=[C:4]([CH3:11])[C:5]([C:6]([N:24]2[CH2:25][CH2:26][N:21]([C:14]3[C:13]([CH3:12])=[CH:18][C:17]([CH3:19])=[C:16]([CH3:20])[N:15]=3)[CH2:22][CH2:23]2)=[O:8])=[CH:9][CH:10]=1. Procedure: Using 6-bromo-2-methylnicotinic acid (745 mg) and 1-(3,5,6-trimethylpyridin-2-yl)piperazine (744 mg) described in Preparation Example 92 and by the reaction and treatment in the same manner as in Preparation Example 111, the title compound (801 mg) was obtained. Reactants: COC(=O)c1ccc(C(NC(=O)OC(C)(C)C)C2CC2)cc1, CO, Cl, C1COCCO1. Yields the product Cl, COC(=O)c1ccc(C(N)C2CC2)cc1. As a reaction SMILES: [C:1]([O:2][C:3](=[O:4])[NH:8][CH:9]([c:10]1[cH:11][cH:12][c:13]([C:14](=[O:15])[O:16][CH3:17])[cH:18][cH:19]1)[CH:20]1[CH2:21][CH2:22]1)([CH3:5])([CH3:6])[CH3:7].[CH3:30][OH:31].[ClH:29].[O:23]1[CH2:24][CH2:25][O:26][CH2:27][CH2:28]1>>[ClH:29].[NH2:8][CH:9]([c:10]1[cH:11][cH:12][c:13]([C:14](=[O:15])[O:16][CH3:17])[cH:18][cH:19]1)[CH:20]1[CH2:21][CH2:22]1. Reactants: C(C)(C)C1=C(N)C(=CC=C1)C(C)C (2,6-diisopropylaniline), NC=1C(N(C2=NC=CC=C2C1C1=CC(=CC=C1)OC)CCCC)=O (3-amino-1-butyl-4-(3-methoxyphenyl)-1,2-dihydro-2-oxo-1,8-naphthyridine), C(OC1=CC=CC=C1)(=O)Cl (phenyl chlorocarbonate). The reagents and catalysts are CN(C1=CC=NC=C1)C (4-dimethylaminopyridine). Run in CN(C=O)C (dimethylformamide), O (water), O1CCCC1 (tetrahydrofuran), O (water). Reaction conditions: temperature 45 celsius, time 3 hour. Yields the product C(CCC)N1C(C(=C(C2=CC=CN=C12)C1=CC(=CC=C1)OC)NC(=O)NC1=C(C=CC=C1C(C)C)C(C)C)=O (N-[1-butyl-4-(3-methoxyphenyl)-1,2-dihydro-2-oxo-1,8-naphthyridin-3-yl]-N′-(2,6-diisopropylphenyl)urea). RXN SMILES: [NH2:1][C:2]1[C:3](=[O:24])[N:4]([CH2:20][CH2:21][CH2:22][CH3:23])[C:5]2[C:10]([C:11]=1[C:12]1[CH:17]=[CH:16][CH:15]=[C:14]([O:18][CH3:19])[CH:13]=1)=[CH:9][CH:8]=[CH:7][N:6]=2.[C:25](Cl)(=O)[O:26]C1C=CC=CC=1.[CH:35]([C:38]1[CH:44]=[CH:43][CH:42]=[C:41]([CH:45]([CH3:47])[CH3:46])[C:39]=1[NH2:40])([CH3:37])[CH3:36]>O1CCCC1.CN(C)C1C=CN=CC=1.O.CN(C)C=O>[CH2:20]([N:4]1[C:5]2[C:10](=[CH:9][CH:8]=[CH:7][N:6]=2)[C:11]([C:12]2[CH:17]=[CH:16][CH:15]=[C:14]([O:18][CH3:19])[CH:13]=2)=[C:2]([NH:1][C:25]([NH:40][C:39]2[C:38]([CH:35]([CH3:37])[CH3:36])=[CH:44][CH:43]=[CH:42][C:41]=2[CH:45]([CH3:47])[CH3:46])=[O:26])[C:3]1=[O:24])[CH2:21][CH2:22][CH3:23]. Reported procedure: To a solution of 3-amino-1-butyl-4-(3-methoxyphenyl)-1,2-dihydro-2-oxo-1,8-naphthyridine (1.70 g, 5.26 mmol) in tetrahydrofuran (14 ml) was added phenyl chlorocarbonate (1.32 ml, 10.5 ml), and the mixture was stirred at 40-50° C. for 3 hours. The mixture was allowed to cool, and thereto was added water, and the mixture was extracted with water. The extract was washed with a 5% aqueous sodium chloride solution, dried over anhydrous magnesium sulfate, and concentrated under reduced pressure. The r... Reactants: COC(=O)C1=NC=CN=C1NC1=CC=CC=C1 (3-phenylamino-pyrazine-2-carboxylic acid methyl ester), ClC=1C=C(N)C=CC1 (3-chloroaniline). Yields the product ClC=1C=C(C=CC1)NC(=O)C1=NC=CN=C1NC1=CC=CC=C1 (3-Phenylamino-pyrazine-2-carboxylic acid (3-chloro-phenyl)-amide). RXN SMILES: CO[C:3]([C:5]1[C:10]([NH:11][C:12]2[CH:17]=[CH:16][CH:15]=[CH:14][CH:13]=2)=[N:9][CH:8]=[CH:7][N:6]=1)=[O:4].[Cl:18][C:19]1[CH:20]=[C:21]([CH:23]=[CH:24][CH:25]=1)[NH2:22]>>[Cl:18][C:19]1[CH:20]=[C:21]([NH:22][C:3]([C:5]2[C:10]([NH:11][C:12]3[CH:17]=[CH:16][CH:15]=[CH:14][CH:13]=3)=[N:9][CH:8]=[CH:7][N:6]=2)=[O:4])[CH:23]=[CH:24][CH:25]=1. Procedure details: The title compound, MS: m/e=325.1 (M+H+), was prepared in accordance with the general method of example 1, step 2 from 3-phenylamino-pyrazine-2-carboxylic acid methyl ester and 3-chloroaniline. The reactants are NC1=C(C=C(C=2C(C3=C(C=C(C(=C3C(C12)=O)N)Br)O)=O)O)Br (1,8-diamino-4,5-dihydroxy-2,7-dibromoanthraquinone), C1=CC=CC=2C(C3=CC=CC=C3C(C12)=O)=O (anthraquinone). The product is NC1=C(C=C(C=2C(C3=C(C=C(C(=C3C(C12)=O)N)Br)O)=O)O)OC1=CC=CC=C1 (1,8-diamino-4,5-dihydroxy-2-phenoxy-7-bromoanthraquinone). RXN SMILES: [NH2:1][C:2]1[C:15]2[C:14](=[O:16])[C:13]3[C:8](=[C:9]([OH:19])[CH:10]=[C:11]([Br:18])[C:12]=3[NH2:17])[C:7](=[O:20])[C:6]=2[C:5]([OH:21])=[CH:4][C:3]=1Br.C1[C:36]2[C:35](=[O:37])[C:34]3[C:29](=CC=CC=3)[C:28](=O)[C:27]=2C=CC=1>>[NH2:1][C:2]1[C:15]2[C:14](=[O:16])[C:13]3[C:8](=[C:9]([OH:19])[CH:10]=[C:11]([Br:18])[C:12]=3[NH2:17])[C:7](=[O:20])[C:6]=2[C:5]([OH:21])=[CH:4][C:3]=1[O:37][C:35]1[CH:36]=[CH:27][CH:28]=[CH:29][CH:34]=1. Procedure: When 11.7 g of 1,8-diamino-4,5-dihydroxy-2,7-dibromoanthraquinone (compare Example 350a) are used as the anthraquinone component in Example 415a, then 4.5 g, corresponding to 37% of theory, of 1,8-diamino-4,5-dihydroxy-2-phenoxy-7-bromoanthraquinone are correspondingly obtained. Colour shade on silica gel: blue of Indicator Number 14 (Colour Index Hue Indication Chart).